This data is from the Open Reaction Database (ORD), a public repository of structured organic reaction records. The task is: describe an organic reaction: reactants, conditions, products, and yield The reactants are CC1=CC=C(O1)CN1C(=NC2=C1C=CC=C2)NC2CCN(CCC2)CCNC(OCC)=O (ethyl [2-[hexahydro-4-[[1-[(5-methyl-2-furanyl)methyl]-1H-benzimidazol-2-yl]amino]-1H-azepin-1-yl]ethyl]carbamate), 85, [OH-].[K+] (potassium hydroxide), O (water), CC(C)O (2-propanol). Yields the product 48.0, C(\C=C\C(=O)O)(=O)O.NCCN1CCC(CCC1)NC1=NC2=C(N1CC=1OC(=CC1)C)C=CC=C2 (N-[1-(2-aminoethyl)hexahydro-1H-azepin-4-yl]-1-[(5-methyl-2-furanyl)methyl]-1H-benzimidazol-2-amine (E)-2-butenedioate). The yield is 55.8%. RXN SMILES: [OH-:1].[K+].[OH2:3].[CH3:4][C:5]1[O:9][C:8]([CH2:10][N:11]2[C:15]3[CH:16]=[CH:17][CH:18]=[CH:19][C:14]=3[N:13]=[C:12]2[NH:20][CH:21]2[CH2:27][CH2:26][CH2:25][N:24]([CH2:28][CH2:29][NH:30]C(=O)OCC)[CH2:23][CH2:22]2)=[CH:7][CH:6]=1.CC([OH:39])C>>[C:8]([OH:9])(=[O:39])/[CH:7]=[CH:6]/[C:5]([OH:3])=[O:1].[NH2:30][CH2:29][CH2:28][N:24]1[CH2:25][CH2:26][CH2:27][CH:21]([NH:20][C:12]2[N:11]([CH2:10][C:8]3[O:9][C:5]([CH3:4])=[CH:6][CH:7]=3)[C:15]3[CH:16]=[CH:17][CH:18]=[CH:19][C:14]=3[N:13]=2)[CH2:22][CH2:23]1 |f:0.1,5.6|. Procedure details: To a stirred mixture of 85 parts of potassium hydroxide, 5 parts of water and 368 parts of 2-propanol were added 50.5 parts of ethyl [2-[hexahydro-4-[[1-[(5-methyl-2-furanyl)methyl]-1H-benzimidazol-2-yl]amino]-1H-azepin-1-yl]ethyl]carbamate (exothermic reaction, the mixture was cooled when the temperature reached 60° C.). The reaction mixture was refluxed for 2 hours. After cooling, the mixture was evaporated. The residue was taken up in 800 parts of water and the product was extracted three tim... Starting materials: CCOC(C)=O, CC(=O)CC(C)C, ClCCCCc1ccc(-c2csnn2)cc1, [I-], [Na+], [Na+], [Na+], O=C([O-])[O-], c1ccc2c(N3CCNCC3)nsc2c1. Product: c1ccc2c(N3CCN(CCCCc4ccc(-c5csnn5)cc4)CC3)nsc2c1. RXN SMILES: [CH3:40][CH2:41][O:42][C:43](=[O:44])[CH3:45].[CH3:46][C:47]([CH2:48][CH:49]([CH3:50])[CH3:51])=[O:52].[Cl:1][CH2:2][CH2:3][CH2:4][CH2:5][c:6]1[cH:7][cH:8][c:9](-[c:12]2[n:13][n:14][s:15][cH:16]2)[cH:10][cH:11]1.[I-:39].[Na+:32].[Na+:33].[Na+:38].[O-:34][C:35](=[O:36])[O-:37].[s:17]1[n:18][c:19]([N:26]2[CH2:27][CH2:28][NH:29][CH2:30][CH2:31]2)[c:20]2[c:21]1[cH:22][cH:23][cH:24][cH:25]2>>[CH2:2]([CH2:3][CH2:4][CH2:5][c:6]1[cH:7][cH:8][c:9](-[c:12]2[n:13][n:14][s:15][cH:16]2)[cH:10][cH:11]1)[N:29]1[CH2:28][CH2:27][N:26]([c:19]2[n:18][s:17][c:21]3[c:20]2[cH:25][cH:24][cH:23][cH:22]3)[CH2:31][CH2:30]1. Starting materials: COCCOC(C1=CC(C(=O)OCCOC)=CC(=C1)NS(=O)(=O)C=1C=C2C=C(C=C(C2=CC1)S(=O)(=O)NC=1C=C(C=C(C(=O)OCCOC)C1)C(=O)OCCOC)S(=O)(=O)NC=1C=C(C=C(C(=O)OCCOC)C1)C(=O)OCCOC)=O (5,5',5"-[1,3,6-naphthalenetriyltris(sulfonylimino)]triisophthalic acid hexakis(2-methoxyethyl)ester), [OH-].[Na+] (sodium hydroxide). Product: [Na+].[Na+].[Na+].[Na+].[Na+].[Na+].C1(=CC(=CC2=CC(=CC=C12)S(=O)(=O)NC=1C=C(C=C(C(=O)[O-])C1)C(=O)[O-])S(=O)(=O)NC=1C=C(C=C(C(=O)[O-])C1)C(=O)[O-])S(=O)(=O)NC=1C=C(C=C(C(=O)[O-])C1)C(=O)[O-] (5,5',5"-[1,3,6-Naphthalenetriyltris(sulfonylimino)]triisophthalic acid hexasodium salt). Procedure details: A mixture of 9.05 g of the product of Example 3 and 45 ml of 2N sodium hydroxide is stirred at room temperature for 45 minutes. The solution is filtered, the filtrate is neutralized with 2.5 ml of glacial acetic acid, and diluted with 250 ml of ethanol. The product formed is collected by filtration, washed with ethanol followed by ether and dried to give 7.85 g of the product of the Example as a yellow powder. Run at time 45 minute. As a reaction SMILES: COCC[O:5][C:6](=[O:82])[C:7]1[CH:19]=[C:18]([NH:20][S:21]([C:24]2[CH:25]=[C:26]3[C:31](=[CH:32][CH:33]=2)[C:30]([S:34]([NH:37][C:38]2[CH:39]=[C:40]([C:51]([O:53]CCOC)=[O:52])[CH:41]=[C:42]([CH:50]=2)[C:43]([O:45]CCOC)=[O:44])(=[O:36])=[O:35])=[CH:29][C:28]([S:58]([NH:61][C:62]2[CH:63]=[C:64]([C:75]([O:77]CCOC)=[O:76])[CH:65]=[C:66]([CH:74]=2)[C:67]([O:69]CCOC)=[O:68])(=[O:60])=[O:59])=[CH:27]3)(=[O:23])=[O:22])[CH:17]=[C:9]([C:10]([O:12]CCOC)=[O:11])[CH:8]=1.[OH-].[Na+:84]>>[Na+:84].[Na+:84].[Na+:84].[Na+:84].[Na+:84].[Na+:84].[C:30]1([S:34]([NH:37][C:38]2[CH:39]=[C:40]([C:51]([O-:53])=[O:52])[CH:41]=[C:42]([CH:50]=2)[C:43]([O-:45])=[O:44])(=[O:35])=[O:36])[C:31]2[C:26](=[CH:25][C:24]([S:21]([NH:20][C:18]3[CH:17]=[C:9]([C:10]([O-:12])=[O:11])[CH:8]=[C:7]([CH:19]=3)[C:6]([O-:82])=[O:5])(=[O:22])=[O:23])=[CH:33][CH:32]=2)[CH:27]=[C:28]([S:58]([NH:61][C:62]2[CH:63]=[C:64]([C:75]([O-:77])=[O:76])[CH:65]=[C:66]([CH:74]=2)[C:67]([O-:69])=[O:68])(=[O:59])=[O:60])[CH:29]=1 |f:1.2,3.4.5.6.7.8.9|. Product: CCC(=CC=CC(=O)OC)c1ccc(OC)cc1. As a reaction SMILES: [C:15](=[O:16])([O:17][CH3:18])[CH:19]=[P:20]([c:21]1[cH:22][cH:23][cH:24][cH:25][cH:26]1)([c:27]1[cH:28][cH:29][cH:30][cH:31][cH:32]1)[c:33]1[cH:34][cH:35][cH:36][cH:37][cH:38]1.[C:39]([Cl:40])([Cl:41])([Cl:42])[Cl:43].[CH3:1][O:2][c:3]1[cH:4][cH:5][c:6]([C:9](=[CH:10][CH:11]=[O:12])[CH2:13][CH3:14])[cH:7][cH:8]1.[Cl:44][CH2:45][Cl:46]>>[CH3:1][O:2][c:3]1[cH:4][cH:5][c:6]([C:9](=[CH:10][CH:11]=[CH:19][C:15](=[O:16])[O:17][CH3:18])[CH2:13][CH3:14])[cH:7][cH:8]1. Reactants: COC(=O)C=P(c1ccccc1)(c1ccccc1)c1ccccc1, ClC(Cl)(Cl)Cl, CCC(=CC=O)c1ccc(OC)cc1, ClCCl. Starting materials: CS(=O)(=O)C=1C=C(C(=O)O)C=CC1N1C(CC(CC1)C(=O)OC(C)(C)C)N (3-methylsulphonyl-4-(4-BOC-aminopiperidino)benzoic acid), [Cl-].C[N+]1=C(C=CC=C1)Cl (1-methyl-2-chloropyridinium chloride), CS(=O)(=O)C=1C=C(C(=O)OC)C=CC1F (methyl 3-methylsulphonyl-4-fluorobenzoate), C(=O)(OC(C)(C)C)C1CCN(CC1)N (4-BOC-aminopiperidine), [Cl-].NC(=[NH2+])N (guanidinium chloride), C(C)(C)N(CC)C(C)C (diisopropylethylamine). Run in CN1C(CCC1)=O (1-methylpyrrolidone). Reaction conditions: time 15 minute. Yields the product NC(=NC(C1=CC(=C(C=C1)N1C(CC(CC1)C(=O)OC(C)(C)C)N)S(=O)(=O)C)=O)N (N-diaminomethylene-3-methylsulphonyl-4-(4-BOC-aminopiperidino)benzamide). Reaction SMILES: [CH3:1][S:2]([C:5]1[CH:6]=[C:7]([CH:11]=[CH:12][C:13]=1[N:14]1[CH2:19][CH2:18][CH:17]([C:20]([O:22][C:23]([CH3:26])([CH3:25])[CH3:24])=[O:21])[CH2:16][CH:15]1[NH2:27])[C:8]([OH:10])=O)(=[O:4])=[O:3].CS(C1C=C(C=CC=1F)C(OC)=O)(=O)=O.C(C1CCN(N)CC1)(OC(C)(C)C)=O.[Cl-].C[N+]1C=CC=CC=1Cl.[Cl-].[NH2:67][C:68]([NH2:70])=[NH2+:69].C(N(C(C)C)CC)(C)C>CN1CCCC1=O>[NH2:69][C:68]([NH2:70])=[N:67][C:8](=[O:10])[C:7]1[CH:11]=[CH:12][C:13]([N:14]2[CH2:19][CH2:18][CH:17]([C:20]([O:22][C:23]([CH3:25])([CH3:26])[CH3:24])=[O:21])[CH2:16][CH:15]2[NH2:27])=[C:5]([S:2]([CH3:1])(=[O:3])=[O:4])[CH:6]=1 |f:3.4,5.6|. Procedure details: 1.0 g of 3-methylsulphonyl-4-(4-BOC-aminopiperidino)benzoic acid [obtainable by reacting methyl 3-methylsulphonyl-4-fluorobenzoate with 4-BOC-aminopiperidine and subsequently hydrolyzing the product to give the free acid] is dissolved in 15 ml of 1-methylpyrrolidone, and 0.67 g of 1-methyl-2-chloropyridinium chloride is added to this solution, which is stirred for 15 min. 0.9 g of guanidinium chloride and 2.6 ml of diisopropylethylamine are then added and the mixture is stirred at room temperatu... Reactants: [BH4-], COC(=O)CC1CC(COc2ccc(-c3ccc(C#N)cc3)cc2)NC1=O, CO, Cl, [Li+], C1CCOC1, O. Product: N#Cc1ccc(-c2ccc(OCC3CC(CCO)C(=O)N3)cc2)cc1. Reaction SMILES: [BH4-:3].[C:5](#[N:6])[c:7]1[cH:8][cH:9][c:10](-[c:13]2[cH:14][cH:15][c:16]([O:19][CH2:20][CH:21]3[CH2:22][CH:23]([CH2:27][C:28](=[O:29])[O:30][CH3:31])[C:24](=[O:26])[NH:25]3)[cH:17][cH:18]2)[cH:11][cH:12]1.[CH3:1][OH:2].[ClH:32].[Li+:4].[O:33]1[CH2:34][CH2:35][CH2:36][CH2:37]1.[OH2:38]>>[C:5](#[N:6])[c:7]1[cH:8][cH:9][c:10](-[c:13]2[cH:14][cH:15][c:16]([O:19][CH2:20][CH:21]3[CH2:22][CH:23]([CH2:27][CH2:28][OH:29])[C:24](=[O:26])[NH:25]3)[cH:17][cH:18]2)[cH:11][cH:12]1. Yields the product C(C1=CC=CC=C1)N(C=O)O (benzyl-(N-hydroxy)formamide). Reactants: C([O-])(O)=O.[K+] (potassium bicarbonate), Cl.C(C1=CC=CC=C1)NO (N-benzyl-N-hydroxylamine hydrochloride), C(=O)OCC(F)(F)F (2,2,2-trifluoroethyl formate). Yield: 96.0%. Reaction SMILES: Cl.[CH2:2]([NH:9][OH:10])[C:3]1[CH:8]=[CH:7][CH:6]=[CH:5][CH:4]=1.[C:11](=O)(O)[O-:12].[K+].C(OCC(F)(F)F)=O>C(OC)(C)(C)C>[CH2:2]([N:9]([OH:10])[CH:11]=[O:12])[C:3]1[CH:8]=[CH:7][CH:6]=[CH:5][CH:4]=1 |f:0.1,2.3|. Run in C(C)(C)(C)OC (methyl tert-butyl ether). Reported procedure: A suspension of N-benzyl-N-hydroxylamine hydrochloride (1.0 g, 6.26 mmol; Aldrich Chemical Company, Milwaukee, Wis.) in methyl tert-butyl ether (10 mL) was vigorously stirred 10% potassium bicarbonate solution and separated into an aqueous fraction and an organic fraction. The organic fraction was treated with the 2,2,2-trifluoroethyl formate reagent (92% (w/w), 4.35 g, 31.3 mmol, 5 equiv), and heated at reflux for 6 hours. The mixture was washed sequentially with water, 15% potassium bicarbonat... The reactants are C(CC(=O)C)(=O)OCC (ethyl acetoacetate), CO (methanol), starting material. The solvent is [H][H] (hydrogen). Product: OC(CC(=O)OCC)C (ethyl β-hydroxybutyrate). The yield is 26.0%. As a reaction SMILES: [C:1]([O:7][CH2:8][CH3:9])(=[O:6])[CH2:2][C:3]([CH3:5])=[O:4].CO>[H][H]>[OH:4][CH:3]([CH3:5])[CH2:2][C:1]([O:7][CH2:8][CH3:9])=[O:6]. Procedure: To 3.90 g of ethyl acetoacetate were added 7.4 mg of rhodium 1,5-cyclooctadiene chloride complex compound, 22.1 mg of BCPM and 10 ml of methanol, and the mixture was charged into an autoclave. The mixture was stirred in the autoclave for 45 hours at 50° C. in hydrogen atmosphere at an initial pressure of 50 atm. It was confirmed by gas chromatography that 100% of the starting material had been converted. After distilling off the solvent, ethyl β-hydroxybutyrate was obtained almost theoretically ... The reactants are [N+](=O)([O-])C1=C(C=CC(=C1)O)O (2-nitrobenzene-1,4-diol), [H][H] (hydrogen). The reagents and catalysts are [Pd] (palladium on carbon). Run in C(C)O (ethanol). Yields the product NC1=C(C=CC(=C1)O)O (2-aminobenzene-1,4-diol). RXN SMILES: [N+:1]([C:4]1[CH:9]=[C:8]([OH:10])[CH:7]=[CH:6][C:5]=1[OH:11])([O-])=O.[H][H]>C(O)C.[Pd]>[NH2:1][C:4]1[CH:9]=[C:8]([OH:10])[CH:7]=[CH:6][C:5]=1[OH:11]. Procedure details: To a solution of 2-nitrobenzene-1,4-diol (3.00 g, 19.34 mmol) in ethanol (100 mL) was added 10% palladium on carbon (0.600 g, 0.564 mmol). After shaking under 40 psi of hydrogen for 2 hours, the mixture was filtered and the filtrated was concentrated under reduced pressure to provide the product as solid. The reactants are C(C)C1=NC(=CC(=C1)C1=NC(=NO1)C1=CC(=C(C(=C1)C)OC[C@@H]1OC1)CC)C ((R)-2-ethyl-4-[3-(3-ethyl-5-methyl-4-oxiranylmethoxy-phenyl)-[1,2,4]oxadiazol-5-yl]-6-methyl-pyridine), N (NH3). Solvent: CO (MeOH). The product is NC[C@H](COC1=C(C=C(C=C1C)C1=NOC(=N1)C1=CC(=NC(=C1)C)CC)CC)O ((R)-1-amino-3-{2-ethyl-4-[5-(2-ethyl-6-methyl-pyridin-4-yl)-[1,2,4]oxadiazol-3-yl]-6-methyl-phenoxy}-propan-2-ol). Reaction SMILES: [CH2:1]([C:3]1[CH:8]=[C:7]([C:9]2[O:13][N:12]=[C:11]([C:14]3[CH:19]=[C:18]([CH3:20])[C:17]([O:21][CH2:22][C@H:23]4[CH2:25][O:24]4)=[C:16]([CH2:26][CH3:27])[CH:15]=3)[N:10]=2)[CH:6]=[C:5]([CH3:28])[N:4]=1)[CH3:2].[NH3:29]>CO>[NH2:29][CH2:25][C@@H:23]([OH:24])[CH2:22][O:21][C:17]1[C:18]([CH3:20])=[CH:19][C:14]([C:11]2[N:10]=[C:9]([C:7]3[CH:6]=[C:5]([CH3:28])[N:4]=[C:3]([CH2:1][CH3:2])[CH:8]=3)[O:13][N:12]=2)=[CH:15][C:16]=1[CH2:26][CH3:27]. Reported procedure: A solution of (R)-2-ethyl-4-[3-(3-ethyl-5-methyl-4-oxiranylmethoxy-phenyl)-[1,2,4]oxadiazol-5-yl]-6-methyl-pyridine (201 mg, 0.531 mmol) in 7 N NH3 in MeOH (20 mL) is stirred at 65° C. for 24 h. The solvent is evaporated and the residue is dried under HV to give (R)-1-amino-3-{2-ethyl-4-[5-(2-ethyl-6-methyl-pyridin-4-yl)-[1,2,4]oxadiazol-3-yl]-6-methyl-phenoxy}-propan-2-ol (183 mg) as a pale yellow oil; LC-MS: tR=0.69 min; [M+1]+=397.18.